This data is from the Open Reaction Database (ORD), a public repository of structured organic reaction records. The task is: describe an organic reaction: reactants, conditions, products, and yield The reactants are C1(=CC=CC=C1)C(CN)(CCCC)CN1N=CN=C1 (2-phenyl-2-[(1,2,4-triazol-1-yl)methyl]-1-hexylamine), C(C)(=O)OC(C)=O (acetic anhydride). The solvent is N1=CC=CC=C1 (pyridine). Yields the product C1(=CC=CC=C1)C(CNC(C)=O)(CCCC)CN1N=CN=C1 (N-{2-phenyl-2-[(1,2,4-triazol-1 -yl)methyl]hexyl}acetamide). Isolated yield 89.3%. As a reaction SMILES: [C:1]1([C:7]([CH2:14][N:15]2[CH:19]=[N:18][CH:17]=[N:16]2)([CH2:10][CH2:11][CH2:12][CH3:13])[CH2:8][NH2:9])[CH:6]=[CH:5][CH:4]=[CH:3][CH:2]=1.[C:20](OC(=O)C)(=[O:22])[CH3:21]>N1C=CC=CC=1>[C:1]1([C:7]([CH2:14][N:15]2[CH:19]=[N:18][CH:17]=[N:16]2)([CH2:10][CH2:11][CH2:12][CH3:13])[CH2:8][NH:9][C:20](=[O:22])[CH3:21])[CH:6]=[CH:5][CH:4]=[CH:3][CH:2]=1. Reported procedure: To a 100 mL flask stirring under nitrogen was charged 2.58 g (0.010 mole) of 2-phenyl-2-[(1,2,4-triazol-1-yl)methyl]-1-hexylamine and 15 mL of acetic anhydride. To the mixture was added 1.5 mL of pyridine and the reaction was stirred at room temperature for 3 hours. After GLC indicated the reaction was complete, it was quenched with 20 mL of water and 100 mL of ether after the acetic anhydride and pyridine were removed under vacuum. The residue was dissolved in ether and washed with 2×50 mL wate... Reactants: C1(OCC2=CC=CC=C12)=O (3H-isobenzofuran-1-one), C1(C=2C(C(N1)=O)=CC=CC2)=O.[K] (potassium phthalimide), Cl (hydrochloric acid). Run in CN(C=O)C (N,N-dimethylformamide). Reaction conditions: temperature 0 celsius. The product is O=C1N(C(C2=CC=CC=C12)=O)CC1=C(C(=O)O)C=CC=C1 (2-(1,3-dioxo-1,3-dihydro-isoindol-2-ylmethyl)-benzoic acid). Yield: 71.6%. Reaction SMILES: [C:1]1(=[O:10])[C:9]2[C:4](=[CH:5][CH:6]=[CH:7][CH:8]=2)[CH2:3][O:2]1.[C:11]1(=[O:21])[NH:15][C:14](=[O:16])[C:13]2=[CH:17][CH:18]=[CH:19][CH:20]=[C:12]12.[K].Cl>CN(C)C=O>[O:16]=[C:14]1[C:13]2[C:12](=[CH:20][CH:19]=[CH:18][CH:17]=2)[C:11](=[O:21])[N:15]1[CH2:3][C:4]1[CH:5]=[CH:6][CH:7]=[CH:8][C:9]=1[C:1]([OH:10])=[O:2] |f:1.2,^1:21|. Reported procedure: To a solution of 3H-isobenzofuran-1-one (18 g, 134 mmol) in dry N,N-dimethylformamide (110 mL) was added potassium phthalimide (27 g, 145 mmol). The mixture was stirred at reflux for 6 hours then cooled to 0° C. and treated with 1N hydrochloric acid (180 mL). The yellow solid thus formed was filtered, washed with water, with ethanol and dried in oven. Crystallization with ethanol afforded the title compound as white solid (27 g).